From a dataset of the Open Reaction Database (ORD), a public repository of structured organic reaction records. describe an organic reaction: reactants, conditions, products, and yield Procedure details: A mixture of 2-bromo-1-(5-chlorobenzo[b]thiophen-2-yl)butan-1-one (1 g), 2-imidazolidinethione (0.32 g), ethanol (30 ml) and acetic acid (15 ml) was heated under reflux for 24 hours, then the solvents were removed in vacuo. The residue was crystallised from ethanol (100 ml) and the resulting solid was collected by filtration, washed with ethanol (10 ml) and dried in vacuo at 60° C. to give 3-(5-chlorobenzo[b]thiophen-2-yl)-2-ethyl-5,6-dihydroimidazo[2,1-b]thiazole hydrobromide (0.8 g) as a white... Run in C(C)(=O)O (acetic acid). Starting materials: BrC(C(=O)C1=CC2=C(S1)C=CC(=C2)Cl)CC (2-bromo-1-(5-chlorobenzo[b]thiophen-2-yl)butan-1-one), N1C(NCC1)=S (2-imidazolidinethione), C(C)O (ethanol). Yields the product Br.ClC1=CC2=C(SC(=C2)C=2N3C(SC2CC)=NCC3)C=C1 (3-(5-chlorobenzo[b]thiophen-2-yl)-2-ethyl-5,6-dihydroimidazo[2,1-b]thiazole hydrobromide). The yield is 63.6%. Reaction SMILES: [Br:1][CH:2]([CH2:15][CH3:16])[C:3]([C:5]1[S:9][C:8]2[CH:10]=[CH:11][C:12]([Cl:14])=[CH:13][C:7]=2[CH:6]=1)=O.[NH:17]1[CH2:21][CH2:20][NH:19][C:18]1=[S:22].C(O)C>C(O)(=O)C>[BrH:1].[Cl:14][C:12]1[CH:11]=[CH:10][C:8]2[S:9][C:5]([C:3]3[N:19]4[CH2:20][CH2:21][N:17]=[C:18]4[S:22][C:2]=3[CH2:15][CH3:16])=[CH:6][C:7]=2[CH:13]=1 |f:4.5|. Reactants: CS(=O)(=O)OC1CC=C(CC1)C1=C(C=NC=C1)[N+](=O)[O-] (4-(3-nitropyridin-4-yl)cyclohex-3-enyl methanesulfonate), C1CCC2=NCCCN2CC1 (DBU). Solvent: C(C)(=O)OCC (ethyl acetate), O1CCCC1 (tetrahydrofuran). Reaction conditions: time 8 hour. Yields the product C1(=CC=CCC1)C1=C(C=NC=C1)[N+](=O)[O-] (4-(cyclohexa-1,3-dienyl)-3-nitropyridine). Reaction SMILES: CS(O[CH:6]1[CH2:11][CH2:10][C:9]([C:12]2[CH:17]=[CH:16][N:15]=[CH:14][C:13]=2[N+:18]([O-:20])=[O:19])=[CH:8][CH2:7]1)(=O)=O.C1CCN2C(=NCCC2)CC1>O1CCCC1.C(OCC)(=O)C>[C:9]1([C:12]2[CH:17]=[CH:16][N:15]=[CH:14][C:13]=2[N+:18]([O-:20])=[O:19])[CH2:10][CH2:11][CH:6]=[CH:7][CH:8]=1. Procedure: To a solution of 4-(3-nitropyridin-4-yl)cyclohex-3-enyl methanesulfonate (1.0 equiv) in tetrahydrofuran (0.1M) was added DBU (1.8 equiv.) at room temperature. The reaction mixture was stirred at rt overnight. The reaction mixture was diluted with ethyl acetate (200 mL), and washed with sat NaCl (30 mL). The organic was dried with MgSO4, filtered and concentrated. The residue was purified by column (5% methanol in 1:1 ethyl acetate and hexanes) to give 4-(cyclohexa-1,3-dienyl)-3-nitropyridine. LC... Reactants: ClC=1C2=C(N=C(N1)SCC1=C(C(=CC=C1)F)F)N=C(S2)N (7-Chloro-5-[[(2,3-difluorophenyl)methyl]thio]thiazolo[4,5-d]pyrimidin-2-amine), NCCNC(OC(C)(C)C)=O ((2-aminoethyl)-carbamic acid, 1,1-dimethylethyl ester). Yields the product NC=1SC2=C(N=C(N=C2NCCNC(OC(C)(C)C)=O)SCC2=C(C(=CC=C2)F)F)N1 ([2-[[2-amino-5-[[(2,3-difluorophenyl)methyl]thio]thiazolo[4,5-d]pyrimidin-7-yl]amino]ethyl]-carbamic acid, 1,1-dimethylethyl ester). RXN SMILES: Cl[C:2]1[C:3]2[S:20][C:19]([NH2:21])=[N:18][C:4]=2[N:5]=[C:6]([S:8][CH2:9][C:10]2[CH:15]=[CH:14][CH:13]=[C:12]([F:16])[C:11]=2[F:17])[N:7]=1.[NH2:22][CH2:23][CH2:24][NH:25][C:26](=[O:32])[O:27][C:28]([CH3:31])([CH3:30])[CH3:29]>>[NH2:21][C:19]1[S:20][C:3]2[C:2]([NH:22][CH2:23][CH2:24][NH:25][C:26](=[O:32])[O:27][C:28]([CH3:30])([CH3:29])[CH3:31])=[N:7][C:6]([S:8][CH2:9][C:10]3[CH:15]=[CH:14][CH:13]=[C:12]([F:16])[C:11]=3[F:17])=[N:5][C:4]=2[N:18]=1. Procedure: Prepared by the method of example 2 step a), using the product of example 4, step b) and (2-aminoethyl)-carbamic acid, 1,1-dimethylethyl ester. The reactants are CCO, O=C(C1CCCN1S(=O)(=O)c1ccc2ccccc2c1)N1CC(c2ccc(Cl)cc2)Sc2ccc3ccccc3c21, [K+], [OH-], O, O. Reaction SMILES: [CH2:45]([OH:46])[CH3:47].[Cl:1][c:2]1[cH:3][cH:4][c:5]([CH:8]2[CH2:9][N:10]([C:22](=[O:23])[CH:24]3[CH2:25][CH2:26][CH2:27][N:28]3[S:29]([c:30]3[cH:31][cH:32][c:33]4[c:34]([cH:35][cH:36][cH:37][cH:38]4)[cH:39]3)(=[O:40])=[O:41])[c:11]3[c:12]([cH:14][cH:15][c:16]4[cH:17][cH:18][cH:19][cH:20][c:21]34)[S:13]2)[cH:6][cH:7]1.[K+:43].[OH-:42].[OH2:44].[OH2:48]>>[Cl:1][c:2]1[cH:3][cH:4][c:5]([CH:8]2[CH2:9][NH:10][c:11]3[c:12]([cH:14][cH:15][c:16]4[cH:17][cH:18][cH:19][cH:20][c:21]34)[S:13]2)[cH:6][cH:7]1. Yields the product Clc1ccc(C2CNc3c(ccc4ccccc34)S2)cc1. RXN SMILES: CCN(C(C)C)C(C)C.F[C:11]1[CH:16]=[CH:15][CH:14]=[CH:13][C:12]=1[N+:17]([O-:19])=[O:18].[NH:20]1[CH2:25][CH2:24][CH:23]([C:26]([NH:28][S:29]([C:32]2[CH:37]=[C:36]([C:38]([F:41])([F:40])[F:39])[CH:35]=[C:34]([C:42]([F:45])([F:44])[F:43])[CH:33]=2)(=[O:31])=[O:30])=[O:27])[CH2:22][CH2:21]1.Cl>CS(C)=O>[N+:17]([C:12]1[CH:13]=[CH:14][CH:15]=[CH:16][C:11]=1[N:20]1[CH2:25][CH2:24][CH:23]([C:26]([NH:28][S:29]([C:32]2[CH:33]=[C:34]([C:42]([F:43])([F:44])[F:45])[CH:35]=[C:36]([C:38]([F:41])([F:39])[F:40])[CH:37]=2)(=[O:30])=[O:31])=[O:27])[CH2:22][CH2:21]1)([O-:19])=[O:18]. Yields the product [N+](=O)([O-])C1=C(C=CC=C1)N1CCC(CC1)C(=O)NS(=O)(=O)C1=CC(=CC(=C1)C(F)(F)F)C(F)(F)F (N-[1-(2-Nitro-phenyl)-piperidine-4-carbonyl]-3,5-bis-trifluoromethyl-benzenesulfonamide). Run at time 18 hour. The solvent is CS(=O)C (DMSO). Reactants: CCN(C(C)C)C(C)C (DIEA), FC1=C(C=CC=C1)[N+](=O)[O-] (1-fluoro-2-nitrobenzene), N1CCC(CC1)C(=O)NS(=O)(=O)C1=CC(=CC(=C1)C(F)(F)F)C(F)(F)F (N-(piperidine-4-carbonyl)-3,5-bis-trifluoromethyl-benzenesulfonamide), Cl (hydrochloride). Procedure: 0.13 g of DIEA and 0.07 g of 1-fluoro-2-nitrobenzene are added to a solution of 0.22 g N-(piperidine-4-carbonyl)-3,5-bis-trifluoromethyl-benzenesulfonamide in the form of a hydrochloride in 4 ml of DMSO. The mixture obtained is stirred for ca. 18 h at 80°, solvent is evaporated and the evaporation residue is subjected to flash chromatography on silica gel (eluent: EtAc). N-[1-(2-Nitro-phenyl)-piperidine-4-carbonyl]-3,5-bis-trifluoromethyl-benzenesulfonamide is obtained. Starting materials: BrC=1C=C2C=CC(=NC2=CC1)O (6-bromo-2-hydroxyquinoline), C(C(C)C)NC(C=C(C=CCCCCCCCOC1=NC2=CC=C(C=C2C=C1)Br)C)=O (N-Isobutyl 3-methyl-12-(6-bromo-2-quinolinyloxy)dodeca-2,4-dienamide), CCOC(=O)/C=C/CP(=O)(OCC)OCC (triethyl 4-phosphonocrotonate). Product: C(C(C)C)NC(\C=C\C=C\CCCCCCCOC1=NC2=CC=C(C=C2C=C1)Br)=O ((2E,4E) N-Isobutyl 12-(6-bromo-2-quinolinyloxy)-dodeca-2,4-dienamide). Reaction SMILES: BrC1C=C2C(=CC=1)N=C(O)C=C2.[CH2:13]([NH:17][C:18](=[O:43])[CH:19]=[C:20](C)[CH:21]=[CH:22][CH2:23][CH2:24][CH2:25][CH2:26][CH2:27][CH2:28][CH2:29][O:30][C:31]1[CH:40]=[CH:39][C:38]2[C:33](=[CH:34][CH:35]=[C:36]([Br:41])[CH:37]=2)[N:32]=1)[CH:14]([CH3:16])[CH3:15].CCOC(/C=C/CP(OCC)(OCC)=O)=O>>[CH2:13]([NH:17][C:18](=[O:43])/[CH:19]=[CH:20]/[CH:21]=[CH:22]/[CH2:23][CH2:24][CH2:25][CH2:26][CH2:27][CH2:28][CH2:29][O:30][C:31]1[CH:40]=[CH:39][C:38]2[C:33](=[CH:34][CH:35]=[C:36]([Br:41])[CH:37]=2)[N:32]=1)[CH:14]([CH3:16])[CH3:15]. Reported procedure: Starting from 6-bromo-2-hydroxyquinoline (prepared as for Compound 17) and triethyl 4-phosphonocrotonate. The reactants are CCCCB(CCCC)CCCC, [Li]CCCC, CC(=O)[O-], CS(=O)(=O)c1ccc(C(CC2CCCC2)C(=O)Nc2nccs2)cc1, CC(C)NC(C)C, [Na+], C1CCOC1, O. Product: NS(=O)(=O)c1ccc(C(CC2CCCC2)C(=O)Nc2nccs2)cc1. RXN SMILES: [CH2:38]([B:39]([CH2:40][CH2:41][CH2:42][CH3:43])[CH2:44][CH2:45][CH2:46][CH3:47])[CH2:48][CH2:49][CH3:50].[CH2:8]([Li:9])[CH2:10][CH2:11][CH3:12].[CH3:52][C:53](=[O:54])[O-:55].[CH:13]1([CH2:18][CH:19]([C:20](=[O:21])[NH:22][c:23]2[s:24][cH:25][cH:26][n:27]2)[c:28]2[cH:29][cH:30][c:31]([S:34](=[O:35])(=[O:36])[CH3:37])[cH:32][cH:33]2)[CH2:14][CH2:15][CH2:16][CH2:17]1.[CH:1]([NH:4][CH:2]([CH3:3])[CH3:5])([CH3:6])[CH3:7].[Na+:51].[O:56]1[CH2:57][CH2:58][CH2:59][CH2:60]1.[OH2:61]>>[NH2:4][S:34]([c:31]1[cH:30][cH:29][c:28]([CH:19]([CH2:18][CH:13]2[CH2:14][CH2:15][CH2:16][CH2:17]2)[C:20](=[O:21])[NH:22][c:23]2[s:24][cH:25][cH:26][n:27]2)[cH:33][cH:32]1)(=[O:35])=[O:36]. Reactants: BrC(Br)(Br)Br, ClCCl, c1ccc(P(c2ccccc2)c2ccccc2)cc1, OCCCCCCc1ccccc1. Product: BrCCCCCCc1ccccc1. Reaction SMILES: [C:14]([Br:15])([Br:16])([Br:17])[Br:18].[CH2:38]([Cl:39])[Cl:40].[c:19]1([P:20]([c:21]2[cH:22][cH:23][cH:24][cH:25][cH:26]2)[c:27]2[cH:28][cH:29][cH:30][cH:31][cH:32]2)[cH:33][cH:34][cH:35][cH:36][cH:37]1.[c:1]1([CH2:7][CH2:8][CH2:9][CH2:10][CH2:11][CH2:12][OH:13])[cH:2][cH:3][cH:4][cH:5][cH:6]1>>[c:1]1([CH2:7][CH2:8][CH2:9][CH2:10][CH2:11][CH2:12][Br:15])[cH:2][cH:3][cH:4][cH:5][cH:6]1. Reactants: CCOC(=O)COc1ccc(C(C)(C)C)c(OCCOC)c1, CO, [K+], [OH-]. Yields the product COCCOc1cc(OCC(=O)O)ccc1C(C)(C)C. Reaction SMILES: [C:1]([CH3:2])([CH3:3])([CH3:4])[c:5]1[c:6]([O:18][CH2:19][CH2:20][O:21][CH3:22])[cH:7][c:8]([O:9][CH2:10][C:11](=[O:12])[O:13][CH2:14][CH3:15])[cH:16][cH:17]1.[CH3:25][OH:26].[K+:24].[OH-:23]>>[C:1]([CH3:2])([CH3:3])([CH3:4])[c:5]1[c:6]([O:18][CH2:19][CH2:20][O:21][CH3:22])[cH:7][c:8]([O:9][CH2:10][C:11](=[O:12])[OH:13])[cH:16][cH:17]1. The reactants are C(C)(C)(C)OC(=O)N1CCC(CC1)COC(CC1=CC=CC=C1)=O (1-(tert-butoxycarbonyl)-4-[(phenylacetoxy)methyl]piperidine), Cl.CCOCC (HCl ether). The solvent is CO (MeOH). Run at time 8 hour. Yields the product C1(=CC=CC=C1)CC(=O)OCC1CCNCC1 (4-[(phenylacetoxy)methyl]piperidine). The yield is 78.1%. Reaction SMILES: C(OC([N:8]1[CH2:13][CH2:12][CH:11]([CH2:14][O:15][C:16](=[O:24])[CH2:17][C:18]2[CH:23]=[CH:22][CH:21]=[CH:20][CH:19]=2)[CH2:10][CH2:9]1)=O)(C)(C)C.Cl.CCOCC>CO>[C:18]1([CH2:17][C:16]([O:15][CH2:14][CH:11]2[CH2:12][CH2:13][NH:8][CH2:9][CH2:10]2)=[O:24])[CH:19]=[CH:20][CH:21]=[CH:22][CH:23]=1 |f:1.2|. Procedure details: To a solution of 1-(tert-butoxycarbonyl)-4-[(phenylacetoxy)methyl]piperidine (318 mg, 0.95 mmol) in MeOH (0.2 mL) was added 2N anhydrous HCl/ether (1.5 mL, 3.0 mmol). The reaction mixture was stirred overnight. After evaporation, the residue was dissolved in deionized water. EtOAc was used to wash the aqueous layer before the pH was altered to approx. 9-10. The aqueous layer was extracted three times with CH2Cl2 and dried over Na2SO4. After evaporation, 4-[(phenylacetoxy)methyl]piperidine (173 m...